Task: describe an organic reaction: reactants, conditions, products, and yield. Dataset: the Open Reaction Database (ORD), a public repository of structured organic reaction records Reactants: [Cl-].[NH4+] (ammonium chloride), ClC1=CC(=C(OCC(=O)OCC)C(=C1)[N+](=O)[O-])C(=O)OC (ethyl 4-chloro-2-methoxycarbonyl-6-nitrophenoxyacetate). The reagents and catalysts are [Fe] (iron). The solvent is CN(C=O)C (dimethylformamide), CN(C=O)C (dimethylformamide), CN(C=O)C (dimethylformamide). The product is ClC=1C=C(C2=C(NC(CO2)=O)C1)C(=O)OC (methyl 6-chloro-3,4-dihydro-3-oxo-2H-1,4-benzoxazine-8-carboxylate). Isolated yield 90.3%. As a reaction SMILES: [Cl-].[NH4+].[Cl:3][C:4]1[CH:16]=[C:15]([N+:17]([O-])=O)[C:7]([O:8][CH2:9][C:10](OCC)=[O:11])=[C:6]([C:20]([O:22][CH3:23])=[O:21])[CH:5]=1>CN(C)C=O.[Fe]>[Cl:3][C:4]1[CH:5]=[C:6]([C:20]([O:22][CH3:23])=[O:21])[C:7]2[O:8][CH2:9][C:10](=[O:11])[NH:17][C:15]=2[CH:16]=1 |f:0.1|. Procedure details: A solution of 100 ml of aqueous 0.78N ammonium chloride and 50 ml of dimethylformamide is heated at 85° C. and 40 g of powdery iron is added thereto under stirring followed by addition of a solution of 63.5 g of ethyl 4-chloro-2-methoxycarbonyl-6-nitrophenoxyacetate in 150 ml of dimethylformamide over 15 minutes. The reaction temperature rises to 95° C. The resulting solution is stirred at 80°-90° C. for an hour and 400 ml of dimethylformamide is added thereto. The whole solution is filtered wit... Reactants: BrC1=CC(=C(C=C1)C(=O)N1[C@@H](CCC1)CN1CCCC1)F ((4-bromo-2-fluoro-phenyl)-(2-(S)-pyrrolidin-1-ylmethyl-pyrrolidin-1-yl)-methanone), FC1=CC=C(C=C1)B(O)O (4-Fluorobenzene boronic acid). Product: FC=1C=C(C=CC1C(=O)N1[C@@H](CCC1)CN1CCCC1)C1=CC=C(C=C1)F ((3,4′-Difluoro-biphenyl-4-yl)-(2-(S)-pyrrolidin-1-ylmethyl-pyrrolidin-1-yl)-methanone). As a reaction SMILES: Br[C:2]1[CH:7]=[CH:6][C:5]([C:8]([N:10]2[CH2:14][CH2:13][CH2:12][C@H:11]2[CH2:15][N:16]2[CH2:20][CH2:19][CH2:18][CH2:17]2)=[O:9])=[C:4]([F:21])[CH:3]=1.[F:22][C:23]1[CH:28]=[CH:27][C:26](B(O)O)=[CH:25][CH:24]=1>>[F:21][C:4]1[CH:3]=[C:2]([C:26]2[CH:27]=[CH:28][C:23]([F:22])=[CH:24][CH:25]=2)[CH:7]=[CH:6][C:5]=1[C:8]([N:10]1[CH2:14][CH2:13][CH2:12][C@H:11]1[CH2:15][N:16]1[CH2:20][CH2:19][CH2:18][CH2:17]1)=[O:9]. Procedure: The title compound is prepared in a manner substantially analogous to Procedure SS starting from (4-bromo-2-fluoro-phenyl)-(2-(S)-pyrrolidin-1-ylmethyl-pyrrolidin-1-yl)-methanone and 4-Fluorobenzene boronic acid. MS (M+H) 371.2